Dataset: the Open Reaction Database (ORD), a public repository of structured organic reaction records. Task: describe an organic reaction: reactants, conditions, products, and yield Product: crude product, C([C@@H]1CO1)OC1=CC=CC=2SC(=CC21)C=2OC(=CN2)C ((S)-4-glycidyloxy-2-(5-methyloxazol-2-yl)benzo(b)thiophene). Reported procedure: By the reactions in the same manner as in Starting Material Synthesis Example 1 using 4-hydroxy-2-(5-methyloxazol-2-yl)benzo(b)thiophene (2.20 g), (S)-glycidyl nosylate (2.38 g) and potassium carbonate (3.18 g), a crude product of the title compound was quantitatively obtained as pale-yellow crystals. Starting materials: OC1=CC=CC=2SC(=CC21)C=2OC(=CN2)C (4-hydroxy-2-(5-methyloxazol-2-yl)benzo(b)thiophene), S(=O)(=O)(OC[C@@H]1CO1)C1=CC=C([N+](=O)[O-])C=C1 ((S)-glycidyl nosylate), C([O-])([O-])=O.[K+].[K+] (potassium carbonate). As a reaction SMILES: [OH:1][C:2]1[C:10]2[CH:9]=[C:8]([C:11]3[O:12][C:13]([CH3:16])=[CH:14][N:15]=3)[S:7][C:6]=2[CH:5]=[CH:4][CH:3]=1.S(C1C=CC([N+]([O-])=O)=CC=1)(O[CH2:21][C@H:22]1[O:24][CH2:23]1)(=O)=O.C(=O)([O-])[O-].[K+].[K+]>>[CH2:21]([O:1][C:2]1[C:10]2[CH:9]=[C:8]([C:11]3[O:12][C:13]([CH3:16])=[CH:14][N:15]=3)[S:7][C:6]=2[CH:5]=[CH:4][CH:3]=1)[C@H:22]1[O:24][CH2:23]1 |f:2.3.4|. Reactants: [BH4-], CCOC(=O)Cc1cc(F)c(N2C(=O)c3c(c(OCC)c4ccccc4c3OCC)C2=O)c(F)c1, C1CCOC1, CO, [Na+]. Yields the product CCOC(=O)Cc1cc(F)c(N2C(=O)c3c(c(OCC)c4ccccc4c3OCC)C2O)c(F)c1. Reaction SMILES: [BH4-:36].[CH2:1]([CH3:2])[O:3][c:4]1[c:5]2[c:6]([c:7]([O:29][CH2:30][CH3:31])[c:8]3[c:12]1[C:11](=[O:13])[N:10]([c:14]1[c:15]([F:27])[cH:16][c:17]([CH2:21][C:22](=[O:23])[O:24][CH2:25][CH3:26])[cH:18][c:19]1[F:20])[C:9]3=[O:28])[cH:32][cH:33][cH:34][cH:35]2.[CH2:38]1[O:39][CH2:40][CH2:41][CH2:42]1.[CH3:43][OH:44].[Na+:37]>>[CH2:1]([CH3:2])[O:3][c:4]1[c:5]2[c:6]([c:7]([O:29][CH2:30][CH3:31])[c:8]3[c:12]1[CH:11]([OH:13])[N:10]([c:14]1[c:15]([F:27])[cH:16][c:17]([CH2:21][C:22](=[O:23])[O:24][CH2:25][CH3:26])[cH:18][c:19]1[F:20])[C:9]3=[O:28])[cH:32][cH:33][cH:34][cH:35]2.